Dataset: the Open Reaction Database (ORD), a public repository of structured organic reaction records. Task: describe an organic reaction: reactants, conditions, products, and yield The reactants are Oc1cccc(Br)c1, CCCCC(=O)Cl, c1ccncc1. Product: CCCCC(=O)Oc1cccc(Br)c1. As a reaction SMILES: [Br:8][c:9]1[cH:10][c:11]([OH:15])[cH:12][cH:13][cH:14]1.[C:1]([CH2:2][CH2:3][CH2:4][CH3:5])(=[O:6])[Cl:7].[cH:16]1[cH:17][cH:18][n:19][cH:20][cH:21]1>>[C:1]([CH2:2][CH2:3][CH2:4][CH3:5])(=[O:6])[O:15][c:11]1[cH:10][c:9]([Br:8])[cH:14][cH:13][cH:12]1. Starting materials: ClC1=NC(=CC(=N1)N)Cl (2,6-dichloro-4-aminopyrimidine), ClC1=C(C=C(C=C1[N+](=O)[O-])[N+](=O)[O-])C(F)(F)F (2-chloro-3,5-dinitrobenzotrifluoride), [OH-].[K+] (potassium hydroxide), ice water, Cl (hydrochloric acid). The solvent is O1CCCC1 (tetrahydrofuran), O1CCCC1 (tetrahydrofuran). Reaction conditions: temperature 0 celsius. Product: [N+](=O)([O-])C1=C(C(=CC(=C1)[N+](=O)[O-])C(F)(F)F)N1C(N=C(C=C1Cl)N)Cl (N-(2',4'-Dinitro-6'-trifluoromethylphenyl)-4-amino-2,6-dichloropyrimidine). As a reaction SMILES: [OH-].[K+].[Cl:3][C:4]1[N:9]=[C:8]([NH2:10])[CH:7]=[C:6]([Cl:11])[N:5]=1.Cl[C:13]1[C:18]([N+:19]([O-:21])=[O:20])=[CH:17][C:16]([N+:22]([O-:24])=[O:23])=[CH:15][C:14]=1[C:25]([F:28])([F:27])[F:26].Cl>O1CCCC1>[N+:22]([C:16]1[CH:17]=[C:18]([N+:19]([O-:21])=[O:20])[CH:13]=[C:14]([C:25]([F:26])([F:27])[F:28])[C:15]=1[N:5]1[C:6]([Cl:11])=[CH:7][C:8]([NH2:10])=[N:9][CH:4]1[Cl:3])([O-:24])=[O:23] |f:0.1|. Procedure details: 7.24 parts of 85% powdered potassium hydroxide are added to a solution of 8.2 parts of 2,6-dichloro-4-aminopyrimidine in 200 ml of absolute tetrahydrofuran. The mixture is cooled to 0° C. and then 13.5 parts of 2-chloro-3,5-dinitrobenzotrifluoride in 100 ml of absolute tetrahydrofuran are added in portions, with stirring, over half an hour. During this addition, the colour of the reaction solution turns from yellow to red. The reaction mixture is stirred for 12 hours and then poured into 500 ml ... RXN SMILES: [Br:1][c:2]1[cH:3][c:4]([CH:10]=[C:11]2[CH2:12][CH2:13][CH2:14][CH2:15]2)[c:5]([O:8][CH3:9])[cH:6][cH:7]1.[CH2:16]([Li:17])[CH2:18][CH2:19][CH3:20].[CH2:26]1[O:27][CH2:28][CH2:29][CH2:30]1.[CH3:21][N:22]([CH:23]=[O:24])[CH3:25]>>[c:2]1([CH:23]=[O:24])[cH:3][c:4]([CH:10]=[C:11]2[CH2:12][CH2:13][CH2:14][CH2:15]2)[c:5]([O:8][CH3:9])[cH:6][cH:7]1. The product is COc1ccc(C=O)cc1C=C1CCCC1. The reactants are COc1ccc(Br)cc1C=C1CCCC1, [Li]CCCC, C1CCOC1, CN(C)C=O. The reactants are CS(=O)(=O)OC1CN(C1)C(=O)OC(C)(C)C (tert-butyl 3-[(methylsulfonyl)oxy]azetidine-1-carboxylate), O (Water), [H-].[Na+] (NaH), N1(CCCC1)CC1=CC=C(C=C1)O (4-(pyrrolidin-1-ylmethyl)phenol), 2005. The solvent is CN(C)C=O (DMF), CN(C)C=O (DMF), CN(C)C=O (DMF). Conditions: temperature 80 celsius. Yields the product N1(CCCC1)CC1=CC=C(OC2CN(C2)C(=O)OC(C)(C)C)C=C1 (tert-butyl 3-(4-(pyrrolidin-1-ylmethyl)phenoxy)azetidine-1-carboxylate). Yield: 64.0%. As a reaction SMILES: [H-].[Na+].[N:3]1([CH2:8][C:9]2[CH:14]=[CH:13][C:12]([OH:15])=[CH:11][CH:10]=2)[CH2:7][CH2:6][CH2:5][CH2:4]1.CS(O[CH:21]1[CH2:24][N:23]([C:25]([O:27][C:28]([CH3:31])([CH3:30])[CH3:29])=[O:26])[CH2:22]1)(=O)=O.O>CN(C=O)C>[N:3]1([CH2:8][C:9]2[CH:10]=[CH:11][C:12]([O:15][CH:21]3[CH2:22][N:23]([C:25]([O:27][C:28]([CH3:31])([CH3:30])[CH3:29])=[O:26])[CH2:24]3)=[CH:13][CH:14]=2)[CH2:7][CH2:6][CH2:5][CH2:4]1 |f:0.1|. Procedure: A mixture of NaH (55-65% disp. in oil, 0.62 g, 14.3 mmol) in dry DMF (20 mL) under nitrogen was cooled by an ice-bath. A solution of 4-(pyrrolidin-1-ylmethyl)phenol—see e.g. Bioorganic & Medicinal Chemistry Letters, 15, 3834-3837 (2005)—(2.1 g, 11.9 mmol) in DMF (20 mL) was added drop-wise. The mixture was stirred for one h and then tert-butyl 3-[(methylsulfonyl)oxy]azetidine-1-carboxylate (3.9 g, 15.5 mmol) in DMF (10.0 mL) was added. The mixture was heated to 80° C. overnight and then cooled t...